Dataset: the Open Reaction Database (ORD), a public repository of structured organic reaction records. Task: describe an organic reaction: reactants, conditions, products, and yield Reactants: C(C)(C)(C)OC(NC(C1=CC=CC=C1)C(NC=1C(=NNC1)C1=NC2=C(N1C)C=CC(=C2)N2CCOCC2)=O)=O ({[3-(5-Morpholin-4-yl-methyl-1H-benzimidazol-2-yl)-1H-pyrazol-4-yl-carbamoyl]-phenyl-methyl}-carbamic acid tert-butyl ester), CO (methanol). Solvent: Cl.O1CCOCC1 (HCl dioxane). The product is NC(C(=O)NC=1C(=NNC1)C1=NC2=C(N1C)C=CC(=C2)N2CCOCC2)C2=CC=CC=C2 (2-amino-N-[3-(5-morpholin-4-yl-methyl-1H-benzimidazol-2-yl-)-1H-pyrazol-4-yl]-2-phenyl-acetamide). Yield: 82.1%. As a reaction SMILES: C(OC(=O)[NH:7][CH:8]([C:15](=[O:38])[NH:16][C:17]1[C:18]([C:22]2[N:26]([CH3:27])[C:25]3[CH:28]=[CH:29][C:30]([N:32]4[CH2:37][CH2:36][O:35][CH2:34][CH2:33]4)=[CH:31][C:24]=3[N:23]=2)=[N:19][NH:20][CH:21]=1)[C:9]1[CH:14]=[CH:13][CH:12]=[CH:11][CH:10]=1)(C)(C)C.CO>Cl.O1CCOCC1>[NH2:7][CH:8]([C:9]1[CH:14]=[CH:13][CH:12]=[CH:11][CH:10]=1)[C:15]([NH:16][C:17]1[C:18]([C:22]2[N:26]([CH3:27])[C:25]3[CH:28]=[CH:29][C:30]([N:32]4[CH2:37][CH2:36][O:35][CH2:34][CH2:33]4)=[CH:31][C:24]=3[N:23]=2)=[N:19][NH:20][CH:21]=1)=[O:38] |f:2.3|. Procedure: {[3-(5-Morpholin-4-yl-methyl-1H-benzimidazol-2-yl)-1H-pyrazol-4-yl-carbamoyl]-phenyl-methyl}-carbamic acid tert-butyl ester (Example 232) (30 mg) was dissolved in 4M HCl/dioxane, and 3 ml of methanol and stirred at room temperature overnight. The solvent was removed in vacuo and residue triturated with diethylether to give 2-amino-N-[3-(5-morpholin-4-yl-methyl-1H-benzimidazol-2-yl-)-1H-pyrazol-4-yl]-2-phenyl-acetamide (AT8162) as a white solid (20 mg, 83%). (LC/MS (acidic method): Rt 2.39 min, [... Starting materials: CNC1=CC(=NC=N1)OC=1C=C2CCNC2=CC1 (5-(6-methylamino-pyrimidin-4-yloxy)-2,3-dihydro-indole), C(C)(C)(C)C1=CC=C(C=C1)N=C=O (4-tert.butyl-phenylisocyanat), CCOC(=O)C (EtOAc), O (water). Run in C1CCOC1 (THF). Yields the product C(C)(C)(C)C1=CC=C(C=C1)NC(=O)N1CCC2=CC(=CC=C12)OC1=NC=NC(=C1)NC (5-(6-Methylamino-pyrimidin-4-yloxy)-2,3-dihydro-indole-1-carboxylic acid (4-tert.butyl-phenyl)-amide). Reaction SMILES: [CH3:1][NH:2][C:3]1[N:8]=[CH:7][N:6]=[C:5]([O:9][C:10]2[CH:11]=[C:12]3[C:16](=[CH:17][CH:18]=2)[NH:15][CH2:14][CH2:13]3)[CH:4]=1.[C:19]([C:23]1[CH:28]=[CH:27][C:26]([N:29]=[C:30]=[O:31])=[CH:25][CH:24]=1)([CH3:22])([CH3:21])[CH3:20].CCOC(C)=O.O>C1COCC1>[C:19]([C:23]1[CH:28]=[CH:27][C:26]([NH:29][C:30]([N:15]2[C:16]3[C:12](=[CH:11][C:10]([O:9][C:5]4[CH:4]=[C:3]([NH:2][CH3:1])[N:8]=[CH:7][N:6]=4)=[CH:18][CH:17]=3)[CH2:13][CH2:14]2)=[O:31])=[CH:25][CH:24]=1)([CH3:22])([CH3:20])[CH3:21]. Reported procedure: A solution of 70 mg (0.3 mMol) 5-(6-methylamino-pyrimidin-4-yloxy)-2,3-dihydro-indole (Step 21.2) and 70 mg (0.4 mMol) 4-tert.butyl-phenylisocyanat in 2 ml THF is stirred for 75 min at rt. The reaction mixture is dissolved with EtOAc and water, the aqueous layer separated off and extracted twice with EtOAc. The organic phases are washed with water and brine, dried (Na2SO4) and concentrated. Column chromatography (SiO2; EtOAc/hexane 1:1→3:1→4:1) gives the title compound: MS: [M+1]+=418; TLC(EtOAc... Reactants: CO, N, [Na+], C1CCOC1, [OH-], COC(=O)C(O)Cc1ccc(OCCc2nc(-c3ccccc3)oc2C)cc1. Product: Cc1oc(-c2ccccc2)nc1CCOc1ccc(CC(O)C(N)=O)cc1. RXN SMILES: [CH3:37][OH:38].[NH3:29].[Na+:31].[O:32]1[CH2:33][CH2:34][CH2:35][CH2:36]1.[OH-:30].[OH:1][CH:2]([C:3](=[O:4])[O:5][CH3:6])[CH2:7][c:8]1[cH:9][cH:10][c:11]([O:14][CH2:15][CH2:16][c:17]2[n:18][c:19](-[c:23]3[cH:24][cH:25][cH:26][cH:27][cH:28]3)[o:20][c:21]2[CH3:22])[cH:12][cH:13]1>>[OH:1][CH:2]([C:3](=[O:4])[NH2:29])[CH2:7][c:8]1[cH:9][cH:10][c:11]([O:14][CH2:15][CH2:16][c:17]2[n:18][c:19](-[c:23]3[cH:24][cH:25][cH:26][cH:27][cH:28]3)[o:20][c:21]2[CH3:22])[cH:12][cH:13]1. Starting materials: C(C=C)(=O)OC (Methyl acrylate), C(CS)(=O)OC (methyl thioglycolate), N1CCCCC1 (piperidine). Run at temperature 50 celsius, time 2 hour. Yields the product COC(CCSCC(=O)OC)=O (3-methoxycarbonylmethylsulfanyl-propionic acid methyl ester). The yield is 99.9%. As a reaction SMILES: [C:1]([O:5][CH3:6])(=[O:4])[CH:2]=[CH2:3].[C:7]([O:11][CH3:12])(=[O:10])[CH2:8][SH:9].N1CCCCC1>>[CH3:6][O:5][C:1](=[O:4])[CH2:2][CH2:3][S:9][CH2:8][C:7]([O:11][CH3:12])=[O:10]. Procedure details: Methyl acrylate (99.16 mL, 1.1 mol) was added slowly to a solution of methyl thioglycolate (91 mL, 1 mol) and piperidine (2 mL) while maintaining the temperature of reaction mixture at 50° C. The reaction mixture was stirred at 50° C. for 2 h. Excess methyl acrylate and piperidine were distilled off under high vacuum to yield 192 g (99%) of 3-methoxycarbonylmethylsulfanyl-propionic acid methyl ester as a colorless viscous oil. 1H NMR (400 MHz, CDCl3) δ 2.63 (d, J=7.2 Hz, 2H), 2.89 (d, J=7.2 Hz, ...